From a dataset of the Open Reaction Database (ORD), a public repository of structured organic reaction records. describe an organic reaction: reactants, conditions, products, and yield Reaction conditions: time 6 hour. The reactants are polyester polyol, C(C(=C)C)(=O)OCCN=C=O (methacryloyloxyethyl isocyanate), C(C)(=O)OCC (ethyl acetate). Reported procedure: Next, to a 100-mL round-bottom flask, 8.00 g of the polyester polyol, 2.15 g of methacryloyloxyethyl isocyanate, and 10.0 g of ethyl acetate were charged, and a reaction was conducted under stirring for six hours. The reaction mixture was filtered through a 0.2-μm membrane filter to remove the catalyst. An ethyl acetate solution of a target urethane acrylate with an NCO conversion rate of 95% was obtained. The residual ratio of the catalyst in the ethyl acetate solution was below the detection l... RXN SMILES: [C:1]([O:6]CC[N:9]=C=O)(=[O:5])[C:2](C)=[CH2:3].[C:12]([O:15][CH2:16][CH3:17])(=[O:14])C>>[C:1]([OH:6])(=[O:5])[CH:2]=[CH2:3].[NH2:9][C:12]([O:15][CH2:16][CH3:17])=[O:14] |f:2.3|. The product is C(C=C)(=O)O.NC(=O)OCC (urethane acrylate), NCO. The reactants are [H-].[Na+] (sodium hydride), C(C)OC(CO)=O (ethyl-hydroxyacetate), ClC=1OC2=C(N1)C=CC=C2 (2-chloro-1,3-benzoxazole). The solvent is O1CCCC1 (tetrahydrofurane). Yields the product C(C)OC(COC=1OC2=C(N1)C=CC=C2)=O (Ethyl[(1,3-benzoxazol-2-yl)oxy]acetate). The yield is 86.3%. As a reaction SMILES: [CH2:1]([O:3][C:4](=[O:7])[CH2:5][OH:6])[CH3:2].[H-].[Na+].Cl[C:11]1[O:12][C:13]2[CH:19]=[CH:18][CH:17]=[CH:16][C:14]=2[N:15]=1>O1CCCC1>[CH2:1]([O:3][C:4](=[O:7])[CH2:5][O:6][C:11]1[O:12][C:13]2[CH:19]=[CH:18][CH:17]=[CH:16][C:14]=2[N:15]=1)[CH3:2] |f:1.2|. Procedure: 0.14 g (1.3 mmol) ethyl-hydroxyacetate is dissolved in 5 ml tetrahydrofurane and 0.06 g (1.6 mmol) 60% sodium hydride is added to it. After 20 minute stirring 0.16 g (1.1 mmol) 2-chloro-1,3-benzoxazole is added and the mixture is heated under reflux for 3 hours. The solvent is removed, the residue is dissolved in 15 ml water, extracted with 3×20 ml ethyl acetate. The united organic phase is dried over sodium sulfate and evaporated to obtain 0.21 g title compound as an oil. LC-MS[MH+]=222 (C11H11... Procedure details: A mixture of 3-(4-iodophenyl)-5-[5-methyl-1-(4-methylbenzyl)-1H-pyrazol-3-yl]-1,2,4-oxadiazole (Example 13, 250 mg, 0.55 mmol), diethylamine (113 μl, 1.1 mmol), sodium tert-butylat (74 mg, 0.77 mmol), palladium(II) acetate (25 mg, 0.11 mmol), 2-(dicyclohexylphosphino)-1,1′-biphenyl (19 mg, 0.06 mmol) and toluene (3 ml) was stirred at 80° C. for 15 h. The reaction mixture was cooled and water (100 mL) and ethyl acetate (100 mL) was added. The layers were separated and the organic layer was washed... The product is C(C)N(C1=CC=C(C=C1)C1=NOC(=N1)C1=NN(C(=C1)C)CC1=CC=C(C=C1)C)CC (N,N-Diethyl-4-{5-[5-methyl-1-(4-methylbenzyl)-1H-pyrazol-3-yl]-1,2,4-oxadiazol-3-yl}aniline). The reagents and catalysts are C(C)(=O)[O-].[Pd+2].C(C)(=O)[O-] (palladium(II) acetate). The solvent is C(C)(=O)OCC (ethyl acetate), O (water). The reactants are IC1=CC=C(C=C1)C1=NOC(=N1)C1=NN(C(=C1)C)CC1=CC=C(C=C1)C (3-(4-iodophenyl)-5-[5-methyl-1-(4-methylbenzyl)-1H-pyrazol-3-yl]-1,2,4-oxadiazole), C(C)NCC (diethylamine), sodium tert-butylat, C1(CCCCC1)P(C1=C(C=CC=C1)C1=CC=CC=C1)C1CCCCC1 (2-(dicyclohexylphosphino)-1,1′-biphenyl), C1(=CC=CC=C1)C (toluene). Run at temperature 80 celsius, time 15 hour. Yield: 19.0%. RXN SMILES: I[C:2]1[CH:7]=[CH:6][C:5]([C:8]2[N:12]=[C:11]([C:13]3[CH:17]=[C:16]([CH3:18])[N:15]([CH2:19][C:20]4[CH:25]=[CH:24][C:23]([CH3:26])=[CH:22][CH:21]=4)[N:14]=3)[O:10][N:9]=2)=[CH:4][CH:3]=1.[CH2:27]([NH:29][CH2:30][CH3:31])[CH3:28].C1(P(C2CCCCC2)C2C=CC=CC=2C2C=CC=CC=2)CCCCC1.C1(C)C=CC=CC=1>C([O-])(=O)C.[Pd+2].C([O-])(=O)C.C(OCC)(=O)C.O>[CH2:27]([N:29]([CH2:30][CH3:31])[C:2]1[CH:7]=[CH:6][C:5]([C:8]2[N:12]=[C:11]([C:13]3[CH:17]=[C:16]([CH3:18])[N:15]([CH2:19][C:20]4[CH:25]=[CH:24][C:23]([CH3:26])=[CH:22][CH:21]=4)[N:14]=3)[O:10][N:9]=2)=[CH:4][CH:3]=1)[CH3:28] |f:4.5.6|. Reactants: CO, Cl, [K+], [OH-], CCOC(=O)c1cnn(-c2cccc3ccccc23)c1O. The product is Oc1ccnn1-c1cccc2ccccc12. As a reaction SMILES: [CH3:25][OH:26].[ClH:24].[K+:23].[OH-:22].[OH:1][c:2]1[c:3]([C:17]([O:18][CH2:19][CH3:20])=[O:21])[cH:4][n:5][n:6]1-[c:7]1[cH:8][cH:9][cH:10][c:11]2[cH:12][cH:13][cH:14][cH:15][c:16]12>>[OH:1][c:2]1[cH:3][cH:4][n:5][n:6]1-[c:7]1[cH:8][cH:9][cH:10][c:11]2[cH:12][cH:13][cH:14][cH:15][c:16]12. Starting materials: N1C=C(C2=CC=CC=C12)CC(=O)O (3-indoleacetic acid), COC1=C(C=CC=C1)C1(C2CNCC2CCC1C)O ((3aRS,4RS,5RS,7aSR)-4-(2 -methoxyphenyl)-5-methyl-4-perhydroisoindolol). Yields the product COC1=C(C=CC=C1)C1(C2CN(CC2CCC1C)C(CC1=CNC2=CC=CC=C12)=O)O ((3aRS,4RS,5RS,7aSR)-4-(2-methoxyphenyl)-2-(3-indolylacetyl)-5-methyl-4-perhydroisoindolol). Isolated yield 39.5%. Reaction SMILES: [NH:1]1[C:9]2[C:4](=[CH:5][CH:6]=[CH:7][CH:8]=2)[C:3]([CH2:10][C:11]([OH:13])=O)=[CH:2]1.[CH3:14][O:15][C:16]1[CH:21]=[CH:20][CH:19]=[CH:18][C:17]=1[C:22]1([OH:32])[CH:30]([CH3:31])[CH2:29][CH2:28][CH:27]2[CH:23]1[CH2:24][NH:25][CH2:26]2>>[CH3:14][O:15][C:16]1[CH:21]=[CH:20][CH:19]=[CH:18][C:17]=1[C:22]1([OH:32])[CH:30]([CH3:31])[CH2:29][CH2:28][CH:27]2[CH:23]1[CH2:24][N:25]([C:11](=[O:13])[CH2:10][C:3]1[C:4]3[C:9](=[CH:8][CH:7]=[CH:6][CH:5]=3)[NH:1][CH:2]=1)[CH2:26]2. Procedure: By working according to the experimental procedure of Example 16, from 1.21 g of 3-indoleacetic acid and 1.39 g of (3aRS,4RS,5RS,7aSR)-4-(2 -methoxyphenyl)-5-methyl-4-perhydroisoindolol, and after purification on a column of silica gel (particle size 0.04-0.06 mm, diameter 2.8 cm, height 25 cm), eluting under a pressure of 0.5 bar of nitrogen with a mixture of cyclohexane and ethyl acetate (40/60 by volume), 0.88 g of (3aRS,4RS,5RS,7aSR)-4-(2-methoxyphenyl)-2-(3-indolylacetyl)-5-methyl-4-perhydr... The reactants are S1C2=C(C=C1)C(=CC=C2)N2CCN(CC2)CCCCOC2=CC=C1CCN(C(C1=C2)=O)C (7-[4-(4-benzo[b]thiophen-4-yl-piperazin-1-yl)butoxy]-2-methyl-3,4-dihydro-2H-isoquinolin-1-one), ClCCCCOC1=CC=C2CCN(C(C2=C1)=O)C (7-(4-chlorobutoxy)-2-methyl-3,4-dihydro-2H-isoquinolin-1-one), CO.Cl (hydrochloric acid methanol). Reported procedure: By a similar method as in Example 1, 7-[4-(4-benzo[b]thiophen-4-yl-piperazin-1-yl)butoxy]-2-methyl-3,4-dihydro-2H-isoquinolin-1-one was prepared from 7-(4-chlorobutoxy)-2-methyl-3,4-dihydro-2H-isoquinolin-1-one, and after it was made into a methanol solution, 0.5N hydrochloric acid methanol solution was added thereto, precipitated crystals were separated by filtration, recrystallized from a mixed solvent of methanol-ethyl acetate and thereby 7-[(4-(4-benzo[b]thiophen-4-yl-piperazin-1-yl)butoxy]-... Reaction SMILES: [S:1]1[CH:5]=[CH:4][C:3]2[C:6]([N:10]3[CH2:15][CH2:14][N:13]([CH2:16][CH2:17][CH2:18][CH2:19][O:20]C4C=C5C(CCN(C)C5=O)=CC=4)[CH2:12][CH2:11]3)=[CH:7][CH:8]=[CH:9][C:2]1=2.[Cl:33]CCCCO[C:39]1[CH:48]=[C:47]2[C:42]([CH2:43][CH2:44][N:45]([CH3:50])[C:46]2=[O:49])=[CH:41][CH:40]=1.CO.Cl>CO>[ClH:33].[S:1]1[CH:5]=[CH:4][C:3]2[C:6]([N:10]3[CH2:15][CH2:14][N:13]([CH2:16][CH2:17][CH2:18][CH2:19][O:20][CH:44]4[CH2:43][C:42]5[C:47](=[CH:48][CH:39]=[CH:40][CH:41]=5)[C:46](=[O:49])[N:45]4[CH3:50])[CH2:12][CH2:11]3)=[CH:7][CH:8]=[CH:9][C:2]1=2 |f:2.3,5.6|. The product is Cl.S1C2=C(C=C1)C(=CC=C2)N2CCN(CC2)CCCCOC2N(C(C1=CC=CC=C1C2)=O)C ((4-(4-benzo[b]thiophen-4-yl-piperazin-1-yl)butoxy]-2-methyl-3,4-dihydro-2H-isoquinolin-1-one hydrochloride). The solvent is CO (methanol). Reactants: BrC=1C=CC(=C(C1)C(C)O)F (5-bromo-2-fluoro-phenyl-ethanol), [Cr](=O)(=O)([O-])O[Cr](=O)(=O)[O-] (dichromate). Run in ClCCl (dichloromethane). Run at temperature 20 celsius, time 16 hour. Product: BrC=1C=CC(=C(C1)C(C)=O)F (1-(5-bromo-2-fluoro-phenyl)-ethanone). Yield: 84.9%. RXN SMILES: [Br:1][C:2]1[CH:3]=[CH:4][C:5]([F:11])=[C:6]([CH:8]([OH:10])[CH3:9])[CH:7]=1.[Cr](O[Cr]([O-])(=O)=O)([O-])(=O)=O>ClCCl>[Br:1][C:2]1[CH:3]=[CH:4][C:5]([F:11])=[C:6]([C:8](=[O:10])[CH3:9])[CH:7]=1. Procedure details: Compound 4b (50.0 g, 228 mmol) along with 300 ml dichloromethane was charged into 2 liter round bottom flask. Crushed pyridinum dichromate (171.0 g, 456 mmol) and powdered molecular sieves (10 g) were both added into the flask. The heterogeneous reaction mixture was stirred for 16 hours at 20° C. The resulting reaction mixture was filtered through celite and washed with ether (500 ml×3). The combined filtrate was concentrated under reduced pressure. The crude product was eluted through a short s...